Dataset: the Open Reaction Database (ORD), a public repository of structured organic reaction records. Task: describe an organic reaction: reactants, conditions, products, and yield As a reaction SMILES: [CH3:1][O:2][CH2:3][CH2:4][N:5]1[CH2:6][CH2:7][c:8]2[c:9]([cH:12][c:13]([NH2:16])[cH:14][cH:15]2)[CH2:10][CH2:11]1.[Cl:17][c:18]1[n:19][cH:20][c:21]([Cl:35])[c:22]([NH:24][c:25]2[c:26]([S:31](=[O:32])(=[O:33])[CH3:34])[cH:27][cH:28][cH:29][cH:30]2)[n:23]1>>[CH3:1][O:2][CH2:3][CH2:4][N:5]1[CH2:6][CH2:7][c:8]2[c:9]([cH:12][c:13]([NH:16][c:18]3[n:19][cH:20][c:21]([Cl:35])[c:22]([NH:24][c:25]4[c:26]([S:31](=[O:32])(=[O:33])[CH3:34])[cH:27][cH:28][cH:29][cH:30]4)[n:23]3)[cH:14][cH:15]2)[CH2:10][CH2:11]1. The reactants are COCCN1CCc2ccc(N)cc2CC1, CS(=O)(=O)c1ccccc1Nc1nc(Cl)ncc1Cl. Yields the product COCCN1CCc2ccc(Nc3ncc(Cl)c(Nc4ccccc4S(C)(=O)=O)n3)cc2CC1.